From a dataset of the Open Reaction Database (ORD), a public repository of structured organic reaction records. describe an organic reaction: reactants, conditions, products, and yield Starting materials: Cl.Cl.NC=1C=CC(=NC1N)N1C[C@@H](CCC1)C(=O)N1CCCC1 ((R)-(1-(5,6-diaminopyridin-2-yl)piperidin-3-yl)(pyrrolidin-1-yl)methanone dihydrochloride), Cl.Cl.NC=1C=CC(=NC1N)N1C[C@@H](CCC1)C(=O)N1CCCC1 ((R)-(1-(5,6-diaminopyridin-2-yl)piperidin-3-yl)(pyrrolidin-1-yl)methanone dihydrochloride), C(=O)C1=CC=CC(=N1)C(=O)OC (methyl 6-formylpicolinate). Run in CO (methanol). Yields the product N1(CCCC1)C(=O)[C@H]1CN(CCC1)C1=CC=C2C(=N1)NC(=N2)C2=CC=CC(=N2)C(=O)OC ((R)-Methyl 6-(5-(3-(pyrrolidine-1-carbonyl)piperidin-1-yl)-3H-imidazo[4,5-b]pyridin-2-yl)picolinate). RXN SMILES: Cl.Cl.[NH2:3][C:4]1[CH:5]=[CH:6][C:7]([N:11]2[CH2:16][CH2:15][CH2:14][C@@H:13]([C:17]([N:19]3[CH2:23][CH2:22][CH2:21][CH2:20]3)=[O:18])[CH2:12]2)=[N:8][C:9]=1[NH2:10].[CH:24]([C:26]1[N:31]=[C:30]([C:32]([O:34][CH3:35])=[O:33])[CH:29]=[CH:28][CH:27]=1)=O>CO>[N:19]1([C:17]([C@@H:13]2[CH2:14][CH2:15][CH2:16][N:11]([C:7]3[N:8]=[C:9]4[NH:10][C:24]([C:26]5[N:31]=[C:30]([C:32]([O:34][CH3:35])=[O:33])[CH:29]=[CH:28][CH:27]=5)=[N:3][C:4]4=[CH:5][CH:6]=3)[CH2:12]2)=[O:18])[CH2:23][CH2:22][CH2:21][CH2:20]1 |f:0.1.2|. Procedure: (R)-Methyl 6-(5-(3-(pyrrolidine-1-carbonyl)piperidin-1-yl)-3H-imidazo[4,5-b]pyridin-2-yl)picolinate (150 mg) was prepared by a method analogous to the one used for Example 112, but using (R)-(1-(6-amino-5-nitropyridin-2-yl)piperidin-3-yl)(pyrrolidin-1-yl)methanone (Intermediate 1, Step 3), methyl 6-formylpicolinate, and methanol as the solvent. MS (ES+) (M+H) 434.67; LCMS retention time 5.39 min (Method H). Starting materials: [Br-], C1CNC1, C1CCOC1, CO, CC(=O)O, N#C[K], CC(C)(C)OC(=O)N1CCC2(CCC(=O)CC2)CC1, [Mg+]c1ccccc1. Product: CC(C)(C)OC(=O)N1CCC2(CC1)CCC(c1ccccc1)(N1CCC1)CC2. RXN SMILES: [Br-:27].[CH2:1]1[CH2:2][NH:3][CH2:4]1.[CH2:41]1[O:42][CH2:43][CH2:44][CH2:45]1.[CH3:35][OH:36].[CH3:37][C:38](=[O:39])[OH:40].[K:24][C:25]#[N:26].[O:5]=[C:6]1[CH2:7][CH2:8][C:9]2([CH2:10][CH2:11][N:12]([C:15](=[O:16])[O:17][C:18]([CH3:19])([CH3:20])[CH3:21])[CH2:13][CH2:14]2)[CH2:22][CH2:23]1.[c:28]1([Mg+:34])[cH:29][cH:30][cH:31][cH:32][cH:33]1>>[CH2:1]1[CH2:2][N:3]([C:6]2([c:28]3[cH:29][cH:30][cH:31][cH:32][cH:33]3)[CH2:7][CH2:8][C:9]3([CH2:10][CH2:11][N:12]([C:15](=[O:16])[O:17][C:18]([CH3:19])([CH3:20])[CH3:21])[CH2:13][CH2:14]3)[CH2:22][CH2:23]2)[CH2:4]1. Starting materials: Brc1n[nH]c2c1-c1ncccc1CCC2, [Li]C(C)(C)C, C1CCOC1, CCCCC, O=C=O. The product is O=C(O)c1n[nH]c2c1-c1ncccc1CCC2. RXN SMILES: [Br:6][c:7]1[n:8][nH:9][c:10]2[c:16]1-[c:15]1[c:14]([cH:20][cH:19][cH:18][n:17]1)[CH2:13][CH2:12][CH2:11]2.[C:1]([Li:2])([CH3:3])([CH3:4])[CH3:5].[CH2:29]1[O:30][CH2:31][CH2:32][CH2:33]1.[CH3:24][CH2:25][CH2:26][CH2:27][CH3:28].[O:21]=[C:22]=[O:23]>>[c:7]1([C:22](=[O:21])[OH:23])[n:8][nH:9][c:10]2[c:16]1-[c:15]1[c:14]([cH:20][cH:19][cH:18][n:17]1)[CH2:13][CH2:12][CH2:11]2. The solvent is ClCCl (dichloromethane), ClCCl (dichloromethane). Procedure details: In an ice water bath, trifluoroacetic acid (4.4 g, 38.6 mmol), triethylsilane (9.02 g, 77.6 mmol), dichloromethane 15 mL were added into a reaction vessel. After stirring for 5 min, a dichloromethane solution dissolving 2-ethyl-1H-indole (3.74 g, 25.8 mmol) and p-nitro benzaldehyde (4.29 g, 28.4 mmol) was added dropwise slowly into the reaction vessel. After completion of dropwise addition it was reacted maintaining this temperature for 1 h, adjusted to pH=8-9 with 2 M solution of sodium hydroxi... RXN SMILES: FC(F)(F)C(O)=O.C([SiH](CC)CC)C.[CH2:15]([C:17]1[NH:18][C:19]2[C:24]([CH:25]=1)=[CH:23][CH:22]=[CH:21][CH:20]=2)[CH3:16].[N+:26]([C:29]1[CH:36]=[CH:35][C:32]([CH:33]=O)=[CH:31][CH:30]=1)([O-:28])=[O:27].[OH-].[Na+].[Cl-].[Na+]>ClCCl>[CH2:15]([C:17]1[NH:18][C:19]2[C:24]([C:25]=1[CH2:33][C:32]1[CH:35]=[CH:36][C:29]([N+:26]([O-:28])=[O:27])=[CH:30][CH:31]=1)=[CH:23][CH:22]=[CH:21][CH:20]=2)[CH3:16] |f:4.5,6.7|. Product: C(C)C=1NC2=CC=CC=C2C1CC1=CC=C(C=C1)[N+](=O)[O-] (2-ethyl-3-(4-nitrobenzyl)-1H-indole). Reaction conditions: time 5 minute. Starting materials: FC(C(=O)O)(F)F (trifluoroacetic acid), C(C)[SiH](CC)CC (triethylsilane), [Cl-].[Na+] (sodium chloride), solution, C(C)C=1NC2=CC=CC=C2C1 (2-ethyl-1H-indole), [N+](=O)([O-])C1=CC=C(C=O)C=C1 (p-nitro benzaldehyde), [OH-].[Na+] (sodium hydroxide). The yield is 41.5%. The reactants are CCC(C)OC(=O)OC(=O)COc1ccc(OC)cc1, CC(C)(C)OO, CCOCC, [Cl-], [Na+], [Na+], [OH-]. Product: COc1ccc(OCC(=O)OOOC(C)(C)C)cc1. RXN SMILES: [C:1]([O:2][C:3]([CH2:4][O:5][c:6]1[cH:7][cH:8][c:9]([O:12][CH3:13])[cH:10][cH:11]1)=[O:14])(=[O:15])[O:16][CH:17]([CH3:18])[CH2:19][CH3:20].[C:25]([CH3:26])([CH3:27])([CH3:28])[O:29][OH:30].[CH3:31][CH2:32][O:33][CH2:34][CH3:35].[Cl-:21].[Na+:22].[Na+:24].[OH-:23]>>[O:2]([C:3]([CH2:4][O:5][c:6]1[cH:7][cH:8][c:9]([O:12][CH3:13])[cH:10][cH:11]1)=[O:14])[O:30][O:29][C:25]([CH3:26])([CH3:27])[CH3:28]. Starting materials: [N+]=1(C(=CC=CC1)C)[O-] (2-picoline-1-oxide), C(C)(C)(C)[O-].[K+] (potassium tert.-butanolate), C1(=CC=C(C=C1)C=O)C (p-tolualdehyde). Run in O (H2O), C(CCC)O (butanol). Product: C1(=CC=C(C=C1)C=CC1=[N+](C=CC=C1)[O-])C (2-(2-p-Tolyl-vinyl)-pyridine 1-oxide). The yield is 54.9%. Reaction SMILES: [N+:1]1([O-:8])[C:2]([CH3:7])=[CH:3][CH:4]=[CH:5][CH:6]=1.C([O-])(C)(C)C.[K+].[C:15]1([CH3:23])[CH:20]=[CH:19][C:18]([CH:21]=O)=[CH:17][CH:16]=1>C(O)CCC.O>[C:15]1([CH3:23])[CH:20]=[CH:19][C:18]([CH:21]=[CH:7][C:2]2[CH:3]=[CH:4][CH:5]=[CH:6][N+:1]=2[O-:8])=[CH:17][CH:16]=1 |f:1.2|. Procedure: To a refluxing solution of 2-picoline-1-oxide (10.9 g, 100 mmol), potassium tert.-butanolate ( 11.2 g, 100 mmol) in butanol (100 ml) was added portion-wise p-tolualdehyde (12.0 g, 100 mmol). Reflux was maintained for 90 min. Then the mixture was cooled to rt, diluted with H2O (100 ml) and extracted with CH2Cl2. The combined organic phases were dried with MgSO4, concentrated and chromatographed (SiO2 with CH2Cl2/MeOH=95:5) to provide the title compound (11.6 g, 55%) as a yellow solid material. MS... Starting materials: COc1cccc(C(=CCCBr)c2cccnc2)c1, O=C([O-])[O-], CCOC(C)=O, OC1(c2ccc(Cl)cc2)CCNCC1, [I-], [K+], [K+], [K+], CN(C)C=O, O. Yields the product COc1cccc(C(=CCCN2CCC(O)(c3ccc(Cl)cc3)CC2)c2cccnc2)c1. RXN SMILES: [Br:1][CH2:2][CH2:3][CH:4]=[C:5]([c:6]1[cH:7][n:8][cH:9][cH:10][cH:11]1)[c:12]1[cH:13][c:14]([O:18][CH3:19])[cH:15][cH:16][cH:17]1.[C:34](=[O:35])([O-:36])[O-:37].[CH3:47][CH2:48][O:49][C:50](=[O:51])[CH3:52].[Cl:20][c:21]1[cH:22][cH:23][c:24]([C:27]2([OH:33])[CH2:28][CH2:29][NH:30][CH2:31][CH2:32]2)[cH:25][cH:26]1.[I-:41].[K+:38].[K+:39].[K+:40].[O:42]=[CH:43][N:44]([CH3:45])[CH3:46].[OH2:53]>>[CH2:2]([CH2:3][CH:4]=[C:5]([c:6]1[cH:7][n:8][cH:9][cH:10][cH:11]1)[c:12]1[cH:13][c:14]([O:18][CH3:19])[cH:15][cH:16][cH:17]1)[N:30]1[CH2:29][CH2:28][C:27]([c:24]2[cH:23][cH:22][c:21]([Cl:20])[cH:26][cH:25]2)([OH:33])[CH2:32][CH2:31]1.